From a dataset of the Open Reaction Database (ORD), a public repository of structured organic reaction records. describe an organic reaction: reactants, conditions, products, and yield The reactants are COC(C1=CC(=CC=C1)CCCNC(=O)OC(C)(C)C)=O (3-(3-tert-butoxycarbonylamino-propyl)-benzoic acid methyl ester), Cl (HCl). Run in CO (MeOH). Conditions: time 1.5 hour. Product: Cl.COC(C1=CC(=CC=C1)CCCN)=O (3-(3-Amino-propyl)-benzoic acid methyl ester hydrochloride salt). As a reaction SMILES: [CH3:1][O:2][C:3](=[O:21])[C:4]1[CH:9]=[CH:8][CH:7]=[C:6]([CH2:10][CH2:11][CH2:12][NH:13]C(OC(C)(C)C)=O)[CH:5]=1.[ClH:22]>CO>[ClH:22].[CH3:1][O:2][C:3](=[O:21])[C:4]1[CH:9]=[CH:8][CH:7]=[C:6]([CH2:10][CH2:11][CH2:12][NH2:13])[CH:5]=1 |f:3.4|. Procedure details: A solution of 3-(3-tert-butoxycarbonylamino-propyl)-benzoic acid methyl ester (565 mg) in MeOH (25 mL) was cooled to 0° C. and the solution was saturated with HCl (g). The reaction was stirred at room temperature for 1.5 h and was concentrated in vacuo to provide the title amine (399 mg). MS 194 (M+1). Starting materials: FC1=C(C(=O)N(CC(C)C)CC=2N=NC(=CC2)CCCNN)C=C(C=C1)F (2,5-difluoro-N-(6-hydrazinopropyl-pyridazin-3-ylmethyl)-N-isobutyl-benzamide). Yields the product FC1=C(C(=O)N(CC=2C(=CC=3N(N2)C(=NN3)C)CCC)CC(C)C)C=C(C=C1)F (2,5-Difluoro-N-isobutyl-N-(3-methyl-7-propyl-[1,2,4]triazolo[4,3-B]pyridazin-6-ylmethyl)-benzamide). The solvent is CC(=O)O (HOAc). Procedure: A solution of 2,5-difluoro-N-(6-hydrazinopropyl-pyridazin-3-ylmethyl)-N-isobutyl-benzamide (63 mg, 0.17 mmol) in HOAc (3 ml) is heated at 110° C. overnight. The solvent is removed in vacuo and to the residue is added EtOAc (10 ml) and saturated NaHCO3 aqueous solution (10 ml). The layers are separated and the aqueous layer is extracted with EtOAc (10 ml). The combined extracts are washed with brine (10 ml), dried (Na2SO4) and evaporated in vacuo. Preparative TLC separation of the residue with 5%... RXN SMILES: [F:1][C:2]1[CH:26]=[CH:25][C:24]([F:27])=[CH:23][C:3]=1[C:4]([N:6]([CH2:11][C:12]1[N:13]=[N:14][C:15](CCCNN)=[CH:16][CH:17]=1)[CH2:7][CH:8]([CH3:10])[CH3:9])=[O:5]>CC(O)=O>[F:1][C:2]1[CH:26]=[CH:25][C:24]([F:27])=[CH:23][C:3]=1[C:4]([N:6]([CH2:7][CH:8]([CH3:10])[CH3:9])[CH2:11][C:12]1[C:17]([CH2:3][CH2:2][CH3:26])=[CH:16][C:15]2[N:14]([C:12]([CH3:11])=[N:13][N:14]=2)[N:13]=1)=[O:5]. The reactants are CC(C)(C)OC(N)=O, ClCCl, O=C(C(F)(F)F)C(F)(F)F. Product: CC(C)(C)OC(=O)NC(O)(C(F)(F)F)C(F)(F)F. RXN SMILES: [C:1]([NH2:2])([O:3][C:4]([CH3:5])([CH3:6])[CH3:7])=[O:8].[Cl:19][CH2:20][Cl:21].[F:9][C:10]([F:11])([F:12])[C:13](=[O:14])[C:15]([F:16])([F:17])[F:18]>>[C:1]([NH:2][C:13]([C:10]([F:9])([F:11])[F:12])([OH:14])[C:15]([F:16])([F:17])[F:18])([O:3][C:4]([CH3:5])([CH3:6])[CH3:7])=[O:8]. Starting materials: CC(=O)OC(C)CCC(=O)O, [Cl-], C1CCOC1, Cc1cccc(C)n1. The product is CC(=O)OC(C)CCC=O. Reaction SMILES: [C:2]([CH3:3])(=[O:4])[O:5][CH:6]([CH2:7][CH2:8][C:9](=[O:10])[OH:11])[CH3:12].[Cl-:1].[O:21]1[CH2:22][CH2:23][CH2:24][CH2:25]1.[n:13]1[c:14]([CH3:15])[cH:16][cH:17][cH:18][c:19]1[CH3:20]>>[C:2]([CH3:3])(=[O:4])[O:5][CH:6]([CH2:7][CH2:8][CH:9]=[O:10])[CH3:12].